From a dataset of the Open Reaction Database (ORD), a public repository of structured organic reaction records. describe an organic reaction: reactants, conditions, products, and yield Starting materials: C(CCC)NC([C@@H](C[C@@H]([C@H](CC(CC(=O)N1CC(OC2=C1C=CC=C2)C(=O)NC)(C)C)NC(=O)OC(C)(C)C)O)C(C)C)=O (5(S)-tert-butoxycarbonylamino-4(S)-hydroxy-2(S)-isopropyl-7,7-dimethyl-8-[2(R,S)-methylaminocarbonyl-3,4-dihydro-2H-1,4-benzoxazin-4-ylcarbonyl]-octanoic acid (N-butyl)amide), C(CCC)NC([C@@H](C[C@H]1[C@@H](N(C(O1)(C)C)C(=O)OC(C)(C)C)CC(CC(=O)O)(C)C)C)=O (3-[N-tert-butoxycarbonyl-4(S)-(3-carboxy-2,2-dimethylpropyl)-2,2-dimethyl-1,3-oxazolidin-5(S)-yl]-2(R)-methyl-propionic acid (N-butyl)amide), C(CCC)NC([C@@H](C[C@@H]([C@H](CC(CC(=O)N1CC(CC2=CC=CC=C12)COCC=C)(C)C)NC(=O)OC(C)(C)C)O)C)=O (5(S)-tert-butoxycarbonylamino-4(S)-hydroxy-2(R),7,7-trimethyl-8-[3(R,S)-allyloxymethyl-1,2,3,4-tetrahydroquinolin-1-ylcarbonyl]-octanoic acid (N-butyl)amide), ( VI ), C(CCCC)C1CNC2=CC=CC=C2C1 (3(R,S)-pentyl-1,2,3,4-tetrahydroquinoline), (4O,5N-isopropylidene)-5(S)-tert-butoxycarbonylamino-4(S)-hydroxy-2(R),7,7-trimethyl-8-[3(R,S)-pentyl-1,2,3,4-tetrahydroquinolin-1-ylcarbonyl]-octanoic acid (N-butyl)amide, C(CCC)NC([C@@H](C[C@@H]([C@H](CC(CC(=O)N1CC(OC2=C1C=CC=C2)C=NOC)(C)C)NC(=O)OC(C)(C)C)O)C)=O (5(S)-tert-butoxycarbonylamino-4(S)-hydroxy-2(R),7,7-trimethyl-8-[2(R,S)-methoxyiminomethyl-3,4-dihydro-2H-1,4-benzoxazin-4-ylcarbonyl]-octanoic acid (N-butyl)amide). Yields the product C(CCC)NC([C@@H](C[C@@H]([C@H](CC(CC(=O)N1CC(CC2=CC=CC=C12)CCCCC)(C)C)N)O)C)=O (5(S)-Amino-4(S)-hydroxy-2(R),7,7-trimethyl-8-[3(R,S)-pentyl-1,2,3,4-tetrahydroquinolin-1-ylcarbonyl]-octanoic acid (N-butyl)amide). RXN SMILES: [CH2:1]([NH:5][C:6](=[O:32])[C@H:7]([CH3:31])[CH2:8][C@@H:9]1[O:13]C(C)(C)[N:11](C(OC(C)(C)C)=O)[C@H:10]1[CH2:23][C:24]([CH3:30])([CH3:29])[CH2:25][C:26]([OH:28])=O)[CH2:2][CH2:3][CH3:4].[CH2:33]([CH:38]1[CH2:47][C:46]2[C:41](=[CH:42][CH:43]=[CH:44][CH:45]=2)[NH:40][CH2:39]1)[CH2:34][CH2:35][CH2:36][CH3:37].C(NC(=O)[C@H](C)C[C@H](O)[C@@H](NC(OC(C)(C)C)=O)CC(C)(C)CC(N1C2C(=CC=CC=2)CC(COCC=C)C1)=O)CCC.C(NC(=O)[C@H](C(C)C)C[C@H](O)[C@@H](NC(OC(C)(C)C)=O)CC(C)(C)CC(N1C2C=CC=CC=2OC(C(NC)=O)C1)=O)CCC.C(NC(=O)[C@H](C)C[C@H](O)[C@@H](NC(OC(C)(C)C)=O)CC(C)(C)CC(N1C2C=CC=CC=2OC(C=NOC)C1)=O)CCC>>[CH2:1]([NH:5][C:6](=[O:32])[C@H:7]([CH3:31])[CH2:8][C@H:9]([OH:13])[C@@H:10]([NH2:11])[CH2:23][C:24]([CH3:29])([CH3:30])[CH2:25][C:26]([N:40]1[C:41]2[C:46](=[CH:45][CH:44]=[CH:43][CH:42]=2)[CH2:47][CH:38]([CH2:33][CH2:34][CH2:35][CH2:36][CH3:37])[CH2:39]1)=[O:28])[CH2:2][CH2:3][CH3:4]. Reported procedure: Starting from 230 mg of 3-[N-tert-butoxycarbonyl-4(S)-(3-carboxy-2,2-dimethylpropyl)-2,2-dimethyl-1,3-oxazolidin-5(S)-yl]-2(R)-methyl-propionic acid (N-butyl)amide and 284 mg 3(R,S)-pentyl-1,2,3,4-tetrahydroquinoline via (4O,5N-isopropylidene)-5(S)-tert-butoxycarbonylamino-4(S)-hydroxy-2(R),7,7-trimethyl-8-[3(R,S)-pentyl-1,2,3,4-tetrahydroquinolin-1-ylcarbonyl]-octanoic acid (N-butyl)amide (analogously to Example 1a); Rf (A)=0.44) and 5(S)-tert-butoxycarbonylamino-4(S)-hydroxy-2(R),7,7-trimethyl... Starting materials: C(CCC)N1CCN(C2=CC=C(C=C12)C(=O)OC)C(=O)OC(C)(C)C (1-tert-butyl 6-methyl 4-butyl-3,4-dihydroquinoxaline-1,6(2H)-dicarboxylate), [OH-].[K+] (potassium hydroxide). Run in CO (methanol). Run at temperature 40 celsius, time 12 hour. Yields the product C(C)(C)(C)OC(=O)N1CCN(C2=CC(=CC=C12)C(=O)O)CCCC (1-(Tert-butoxycarbonyl)-4-butyl-1,2,3,4-tetrahydroquinoxaline-6-carboxylic acid). Isolated yield 79.1%. RXN SMILES: [CH2:1]([N:5]1[C:14]2[C:9](=[CH:10][CH:11]=[C:12]([C:15]([O:17]C)=[O:16])[CH:13]=2)[N:8]([C:19]([O:21][C:22]([CH3:25])([CH3:24])[CH3:23])=[O:20])[CH2:7][CH2:6]1)[CH2:2][CH2:3][CH3:4].[OH-].[K+]>CO>[C:22]([O:21][C:19]([N:8]1[C:9]2[C:14](=[CH:13][C:12]([C:15]([OH:17])=[O:16])=[CH:11][CH:10]=2)[N:5]([CH2:1][CH2:2][CH2:3][CH3:4])[CH2:6][CH2:7]1)=[O:20])([CH3:25])([CH3:24])[CH3:23] |f:1.2|. Reported procedure: To a stirred solution of 1-tert-butyl 6-methyl 4-butyl-3,4-dihydroquinoxaline-1,6(2H)-dicarboxylate (158 mg) in methanol (1.4 mL) was added 1 M potassium hydroxide (1.4 mL). The mixture was stirred at 40° C. for 12 h and then concentrated under reduced pressure. The residue was diluted with water and washed with ethyl acetate. The aqueous layer was acidified to pH 4 with 1 N hydrochloric acid and extracted with chloroform (4×100 mL). The combined organic extracts were dried (sodium sulfate), fil... Reagents/catalysts: [Cu]Br (copper (I) bromide). Product: COC=1C=C2C(=NC1)NC=C2 (5-Methoxy-1H-pyrrolo[2,3-b]pyridine). Reactants: C[O-].[Na+] (sodium methanolate), BrC1=C(CN2C=CC3=NC(=CC=C32)OC)C=CC=C1 (1-(2-Bromobenyl)-5-methoxy-1H-pyrrolo[3,2-b]pyridine), CN(C=O)C (N,N-dimethylformamide). Reaction SMILES: BrC1C=CC=CC=1CN1[C:13]2[C:8](=[N:9][C:10]([O:14][CH3:15])=[CH:11][CH:12]=2)C=C1.C[O-].[Na+].C[N:24]([CH3:27])[CH:25]=O>CO.[Cu]Br>[CH3:15][O:14][C:10]1[CH:11]=[C:12]2[CH:13]=[CH:8][NH:9][C:27]2=[N:24][CH:25]=1 |f:1.2|. Solvent: CO (methanol). Procedure: Under an argon atmosphere and in an anhydrous medium, 1 g (5.07 mmol) of the compound obtained in Step C is dissolved in a mixture of 25 ml of N,N-dimethylformamide and 22 ml of methanol; 6.86 g (126.75 mmol) of sodium methanolate and 1.43 g (10.30 mmol) of copper (I) bromide are added at room temperature. The mixture is heated at reflux for 3 hours. After removal of the solvents by evaporation, the residue is taken up in water and ethyl acetate and then filtered over Celite. The organic phase i...